From a dataset of the Open Reaction Database (ORD), a public repository of structured organic reaction records. describe an organic reaction: reactants, conditions, products, and yield Reactants: C(C)(=O)OCC1=NC=CC(=C1C)OC (2-acetoxymethyl-3-methyl-4-methoxy-pyridine), aqueous solution, [OH-].[Na+] (sodium hydroxide). The solvent is C1(=CC=CC=C1)C (toluene). The product is OCC1=NC=CC(=C1C)OC (2-hydroxymethyl-3-methyl-4-methoxy-pyridine). The yield is 46.0%. RXN SMILES: C([O:4][CH2:5][C:6]1[C:11]([CH3:12])=[C:10]([O:13][CH3:14])[CH:9]=[CH:8][N:7]=1)(=O)C.[OH-].[Na+]>C1(C)C=CC=CC=1>[OH:4][CH2:5][C:6]1[C:11]([CH3:12])=[C:10]([O:13][CH3:14])[CH:9]=[CH:8][N:7]=1 |f:1.2|. Reported procedure: 15.8 g of 2-acetoxymethyl-3-methyl-4-methoxy-pyridine was added dropwise to a 25% aqueous solution of sodium hydroxide, and the mixture was allowed to react for one hour at room temperature. Subsequently, the reaction liquid was diluted with toluene, and then the toluene phase was washed with water, dried over anhydrous magnesium sulfate, and then concentrated, to obtain 5.7 g of 2-hydroxymethyl-3-methyl-4-methoxy-pyridine as an oily matter. Reactants: NC1=C(C=CC=C1)C1=C(C=CC=C1)NC1CCN(CC1)CC1=CC=CC=C1 (2-amino-2′-[[1-(phenylmethyl)-4-piperidinyl]amino]-biphenyl), N,N′-carbonyldiimidazole, CN(C=O)C (dimethylformamide), O (water). Run at temperature 100 celsius, time 2 hour. Product: C1(=CC=CC=C1)CN1CCC(CC1)N1C(NC2=C(C3=C1C=CC=C3)C=CC=C2)=O (5,7-dihydro-5-[1-(phenylmethyl)-4-piperidinyl]-dibenzo[d,f][1,3]diazepin-6-one). Reaction SMILES: [NH2:1][C:2]1[CH:7]=[CH:6][CH:5]=[CH:4][C:3]=1[C:8]1[CH:13]=[CH:12][CH:11]=[CH:10][C:9]=1[NH:14][CH:15]1[CH2:20][CH2:19][N:18]([CH2:21][C:22]2[CH:27]=[CH:26][CH:25]=[CH:24][CH:23]=2)[CH2:17][CH2:16]1.O.CN(C)[CH:31]=[O:32]>>[C:22]1([CH2:21][N:18]2[CH2:19][CH2:20][CH:15]([N:14]3[C:9]4[CH:10]=[CH:11][CH:12]=[CH:13][C:8]=4[C:3]4[CH:4]=[CH:5][CH:6]=[CH:7][C:2]=4[NH:1][C:31]3=[O:32])[CH2:16][CH2:17]2)[CH:23]=[CH:24][CH:25]=[CH:26][CH:27]=1. Procedure details: To a solution of 36.0 g (0.101 mol) of 2-amino-2′-[[1-(phenylmethyl)-4-piperidinyl]amino]-biphenyl in 200 mL of dimethylformamide were added 40.5 g (0.250 mol) of N,N′-carbonyldiimidazole, then the mixture was stirred for 2 hours at 100° C., after which the solvent was eliminated in vacuo. The residue was stirred with water, then extracted exhaustively with dichloromethane. The combined organic extracts were dried over sodium sulfate, clarified with active charcoal and evaporated down. The resid... Reactants: COc1cc(C2=NN(C3CCN(C(=O)c4cc(OCc5ccccc5)ccc4C)CC3)C(=O)C2(C)C)cc2c1OC(C)(C)C2, CO, [NH4+]. Yields the product COc1cc(C2=NN(C3CCN(C(=O)c4cc(O)ccc4C)CC3)C(=O)C2(C)C)cc2c1OC(C)(C)C2. Reaction SMILES: [CH2:1]([c:2]1[cH:3][cH:4][cH:5][cH:6][cH:7]1)[O:8][c:9]1[cH:10][cH:11][c:12]([CH3:44])[c:13]([C:15](=[O:16])[N:17]2[CH2:18][CH2:19][CH:20]([N:23]3[N:24]=[C:25]([c:31]4[cH:32][c:33]([O:42][CH3:43])[c:34]5[c:35]([cH:41]4)[CH2:36][C:37]([CH3:39])([CH3:40])[O:38]5)[C:26]([CH3:29])([CH3:30])[C:27]3=[O:28])[CH2:21][CH2:22]2)[cH:14]1.[CH3:46][OH:47].[NH4+:45]>>[OH:8][c:9]1[cH:10][cH:11][c:12]([CH3:44])[c:13]([C:15](=[O:16])[N:17]2[CH2:18][CH2:19][CH:20]([N:23]3[N:24]=[C:25]([c:31]4[cH:32][c:33]([O:42][CH3:43])[c:34]5[c:35]([cH:41]4)[CH2:36][C:37]([CH3:39])([CH3:40])[O:38]5)[C:26]([CH3:29])([CH3:30])[C:27]3=[O:28])[CH2:21][CH2:22]2)[cH:14]1. The reactants are [Li]CCCC, CSC(=NCC(=O)N1C2CC3CCC2(CS1(=O)=O)C3(C)C)SC, CCCCCC, C=Cc1ccccc1CI, C1CCOC1. Yields the product C=Cc1ccccc1CC(N=C(SC)SC)C(=O)N1C2CC3CCC2(CS1(=O)=O)C3(C)C. As a reaction SMILES: [CH2:24]([Li:25])[CH2:26][CH2:27][CH3:28].[CH3:1][S:2][C:3](=[N:4][CH2:5][C:6](=[O:7])[N:8]1[S:9](=[O:20])(=[O:21])[CH2:10][C:11]23[CH:12]1[CH2:13][CH:14]([CH2:15][CH2:16]2)[C:17]3([CH3:18])[CH3:19])[S:22][CH3:23].[CH3:29][CH2:30][CH2:31][CH2:32][CH2:33][CH3:34].[I:35][CH2:36][c:37]1[c:38]([CH:43]=[CH2:44])[cH:39][cH:40][cH:41][cH:42]1.[O:45]1[CH2:46][CH2:47][CH2:48][CH2:49]1>>[CH3:1][S:2][C:3](=[N:4][CH:5]([C:6](=[O:7])[N:8]1[S:9](=[O:20])(=[O:21])[CH2:10][C:11]23[CH:12]1[CH2:13][CH:14]([CH2:15][CH2:16]2)[C:17]3([CH3:18])[CH3:19])[CH2:36][c:37]1[c:38]([CH:43]=[CH2:44])[cH:39][cH:40][cH:41][cH:42]1)[S:22][CH3:23]. Reactants: C(C)(C)(C)C1=CC(=C(C=C1)C=1NC(C(N1)(C)C1=CC=C(C=C1)Cl)(C)C1=CC=C(C=C1)Cl)OCC (rac-(4S*,5R*)-2-(4-tert-butyl-2-ethoxy-phenyl)-4,5-bis-(4-chloro-phenyl)-4,5-dimethyl-4,5-dihydro-1H-imidazole), C1(=CC=CC=C1)CCC(=O)Cl (3-phenyl-propionyl chloride). The product is C(C)(C)(C)C1=CC(=C(C=C1)C=1N([C@]([C@](N1)(C)C1=CC=C(C=C1)Cl)(C)C1=CC=C(C=C1)Cl)C(CCC1=CC=CC=C1)=O)OCC (1-[(4S,5R)-2-(4-tert-Butyl-2-ethoxy-phenyl)-4,5-bis-(4-chloro-phenyl)-4,5-dimethyl-4,5-dihydro-imidazol-1-yl]-3-phenyl-propan-1-one). RXN SMILES: [C:1]([C:5]1[CH:10]=[CH:9][C:8]([C:11]2[NH:12][C:13]([C:25]3[CH:30]=[CH:29][C:28]([Cl:31])=[CH:27][CH:26]=3)([CH3:24])[C:14]([C:17]3[CH:22]=[CH:21][C:20]([Cl:23])=[CH:19][CH:18]=3)([CH3:16])[N:15]=2)=[C:7]([O:32][CH2:33][CH3:34])[CH:6]=1)([CH3:4])([CH3:3])[CH3:2].[C:35]1([CH2:41][CH2:42][C:43](Cl)=[O:44])[CH:40]=[CH:39][CH:38]=[CH:37][CH:36]=1>>[C:1]([C:5]1[CH:10]=[CH:9][C:8]([C:11]2[N:15]([C:43](=[O:44])[CH2:42][CH2:41][C:35]3[CH:40]=[CH:39][CH:38]=[CH:37][CH:36]=3)[C@@:14]([C:17]3[CH:22]=[CH:21][C:20]([Cl:23])=[CH:19][CH:18]=3)([CH3:16])[C@@:13]([C:25]3[CH:26]=[CH:27][C:28]([Cl:31])=[CH:29][CH:30]=3)([CH3:24])[N:12]=2)=[C:7]([O:32][CH2:33][CH3:34])[CH:6]=1)([CH3:2])([CH3:3])[CH3:4]. Reported procedure: In a manner analogous to the method described in example 5, rac-(4S*,5R*)-2-(4-tert-butyl-2-ethoxy-phenyl)-4,5-bis-(4-chloro-phenyl)-4,5-dimethyl-4,5-dihydro-1H-imidazole was reacted with 3-phenyl-propionyl chloride (Aldrich) to give the title compound. HR-MS (ES, m/z) calculated for C38H41N2O2Cl2 [(M+H)+] 627.2540, observed 627.2541.